describe an organic reaction: reactants, conditions, products, and yield From a dataset of the Open Reaction Database (ORD), a public repository of structured organic reaction records. The reactants are C1(CC1)C(CC(=O)OCC)C1=CC(=CC=C1)COC=1C=C(C(=CC1)C1=C(C=CC(=C1)OC)F)C1=CC=C(C=C1)C(F)(F)F (ethyl 3-cyclopropyl-3-(3-(((2-fluoro-5-methoxy-4″-(trifluoromethyl)-1,1′:2′,1″-terphenyl-4′-yl)oxy)methyl)phenyl)propanoate), [OH-].[Na+] (sodium hydroxide), Cl (hydrochloric acid). Run in C(C)O (ethanol). Reaction conditions: temperature 50 celsius, time 15 hour. Product: C1(CC1)C(CC(=O)O)C1=CC(=CC=C1)COC=1C=C(C(=CC1)C1=C(C=CC(=C1)OC)F)C1=CC=C(C=C1)C(F)(F)F (3-cyclopropyl-3-(3-(((2-fluoro-5-methoxy-4″-(trifluoromethyl)-1,1′:2′,1″-terphenyl-4′-yl)oxy)methyl)phenyl)propanoic acid). Yield: 97.0%. As a reaction SMILES: [CH:1]1([CH:4]([C:11]2[CH:16]=[CH:15][CH:14]=[C:13]([CH2:17][O:18][C:19]3[CH:20]=[C:21]([C:34]4[CH:39]=[CH:38][C:37]([C:40]([F:43])([F:42])[F:41])=[CH:36][CH:35]=4)[C:22]([C:25]4[CH:30]=[C:29]([O:31][CH3:32])[CH:28]=[CH:27][C:26]=4[F:33])=[CH:23][CH:24]=3)[CH:12]=2)[CH2:5][C:6]([O:8]CC)=[O:7])[CH2:3][CH2:2]1.[OH-].[Na+].Cl>C(O)C>[CH:1]1([CH:4]([C:11]2[CH:16]=[CH:15][CH:14]=[C:13]([CH2:17][O:18][C:19]3[CH:20]=[C:21]([C:34]4[CH:35]=[CH:36][C:37]([C:40]([F:43])([F:41])[F:42])=[CH:38][CH:39]=4)[C:22]([C:25]4[CH:30]=[C:29]([O:31][CH3:32])[CH:28]=[CH:27][C:26]=4[F:33])=[CH:23][CH:24]=3)[CH:12]=2)[CH2:5][C:6]([OH:8])=[O:7])[CH2:2][CH2:3]1 |f:1.2|. Reported procedure: To a solution of ethyl 3-cyclopropyl-3-(3-(((2-fluoro-5-methoxy-4″-(trifluoromethyl)-1,1′:2′,1″-terphenyl-4′-yl)oxy)methyl)phenyl)propanoate (92 mg) in ethanol (3.0 mL) was added 2N aqueous sodium hydroxide solution (0.16 mL), and the mixture was stirred at 50° C. for 15 hr. To the reaction mixture was added 1N hydrochloric acid, and the mixture was extracted with ethyl acetate. The extract was washed with saturated brine and dried over anhydrous sodium sulfate. The solvent was evaporated under ... Reactants: O=C1N(C(C2=CC=CC=C12)=O)CCC1=CNC2=CC=C(C=C12)CC(=O)N (3-[2-(1,3-dihydro-1,3-dioxo-2H-isoindol-2-yl)ethyl]-1H-indole-5-acetamide), O.NN (hydrazine hydrate), CO (methanol), Cl (hydrogen chloride). Solvent: C(C)O (ethanol), C(C)(=O)OCC (ethyl acetate). The product is Cl.NCCC1=CNC2=CC=C(C=C12)CC(=O)N (3-(2-Aminoethyl)-1H-indole-5-acetamide hydrochloride). Reaction SMILES: O=C1C2C(=CC=CC=2)C(=O)[N:3]1[CH2:12][CH2:13][C:14]1[C:22]2[C:17](=[CH:18][CH:19]=[C:20]([CH2:23][C:24]([NH2:26])=[O:25])[CH:21]=2)[NH:16][CH:15]=1.O.NN.CO.[ClH:32]>C(O)C.C(OCC)(=O)C>[ClH:32].[NH2:3][CH2:12][CH2:13][C:14]1[C:22]2[C:17](=[CH:18][CH:19]=[C:20]([CH2:23][C:24]([NH2:26])=[O:25])[CH:21]=2)[NH:16][CH:15]=1 |f:1.2,7.8|. Procedure details: A solution of 3-[2-(1,3-dihydro-1,3-dioxo-2H-isoindol-2-yl)ethyl]-1H-indole-5-acetamide (8.0 g) in ethanol (500 ml) containing hydrazine hydrate (5.76 g), was heated under reflux for 2 h. The solvent was removed by evaporation, the residue was suspended in ethyl acetate (500 ml) and washed with saturated potassium carbonate solution (300 ml). The organic phase was separated and the aqueous phase again extracted with ethyl acetate (200 ml). Evaporation of the dried (Na2SO4) combined organic extra... The reactants are Amide, CCN(C(C)C)C(C)C (Hunig's base), NC1=CC=C(C=C1)C=1SC2=C(N1)C=CC(=C2)OC (2-(4-aminophenyl)-6-methoxybenzothiazole), ClC1=C(C=C(C(=O)Cl)C=C1)[N+](=O)[O-] (4-chloro-3-nitrobenzoyl chloride). Solvent: C1CCOC1 (THF). The product is ClC1=C(C=C(C(=O)NC2=CC=C(C=C2)C=2SC3=C(N2)C=CC(=C3)OC)C=C1)[N+](=O)[O-] (4-Chloro-3-nitro-N-[4-(6-methoxybenzothiazol-2-yl)-phenyl]-benzamide). The yield is 96.8%. RXN SMILES: [NH2:1][C:2]1[CH:7]=[CH:6][C:5]([C:8]2[S:9][C:10]3[CH:16]=[C:15]([O:17][CH3:18])[CH:14]=[CH:13][C:11]=3[N:12]=2)=[CH:4][CH:3]=1.[Cl:19][C:20]1[CH:28]=[CH:27][C:23]([C:24](Cl)=[O:25])=[CH:22][C:21]=1[N+:29]([O-:31])=[O:30].CCN(C(C)C)C(C)C>C1COCC1>[Cl:19][C:20]1[CH:28]=[CH:27][C:23]([C:24]([NH:1][C:2]2[CH:3]=[CH:4][C:5]([C:8]3[S:9][C:10]4[CH:16]=[C:15]([O:17][CH3:18])[CH:14]=[CH:13][C:11]=4[N:12]=3)=[CH:6][CH:7]=2)=[O:25])=[CH:22][C:21]=1[N+:29]([O-:31])=[O:30]. Procedure details: Prepared as described in the Amide Coupling section using 2-(4-aminophenyl)-6-methoxybenzothiazole (0.50 g, 1.95 mmol), 4-chloro-3-nitrobenzoyl chloride (0.43 g, 1.95 mmol) and Hunig's base (0.28 g, 2.15 mmol) in dry THF (20 ml) to give the title compound (0.83 g, 97%) as a yellow solid after work-up. Reactants: CC(C)O, Nc1cc(Cl)c(Cl)cc1F, COc1cc2ncnc(Cl)c2cc1OC, Cl. Yields the product COc1cc2ncnc(Nc3cc(Cl)c(Cl)cc3F)c2cc1OC. Reaction SMILES: [CH:27]([OH:28])([CH3:29])[CH3:30].[Cl:16][c:17]1[cH:18][c:19]([NH2:20])[c:21]([F:25])[cH:22][c:23]1[Cl:24].[Cl:1][c:2]1[n:3][cH:4][n:5][c:6]2[cH:7][c:8]([O:14][CH3:15])[c:9]([O:12][CH3:13])[cH:10][c:11]12.[ClH:26]>>[c:2]1([NH:20][c:19]2[cH:18][c:17]([Cl:16])[c:23]([Cl:24])[cH:22][c:21]2[F:25])[n:3][cH:4][n:5][c:6]2[cH:7][c:8]([O:14][CH3:15])[c:9]([O:12][CH3:13])[cH:10][c:11]12. The reactants are [BH4-], CO, Cl, Nc1ccccc1, [Na+], O, COc1ccc(O)c(C=O)c1. Product: COc1ccc(O)c(CNc2ccccc2)c1. RXN SMILES: [BH4-:19].[CH3:23][OH:24].[ClH:21].[NH2:12][c:13]1[cH:14][cH:15][cH:16][cH:17][cH:18]1.[Na+:20].[OH2:22].[OH:1][c:2]1[c:3]([CH:4]=[O:5])[cH:6][c:7]([O:10][CH3:11])[cH:8][cH:9]1>>[OH:1][c:2]1[c:3]([CH2:4][NH:12][c:13]2[cH:14][cH:15][cH:16][cH:17][cH:18]2)[cH:6][c:7]([O:10][CH3:11])[cH:8][cH:9]1. The reactants are S(=O)(Cl)Cl (thionyl chloride), C(C1=CC=CC=C1)NCCO (2-benzylaminoethanol), CCOCC (ether). The solvent is C(Cl)(Cl)Cl (chloroform), C(Cl)(Cl)Cl (chloroform). The product is C(C1=CC=CC=C1)NCCCl (N-Benzyl-2-chlorethylamine). RXN SMILES: S(Cl)([Cl:3])=O.[CH2:5]([NH:12][CH2:13][CH2:14]O)[C:6]1[CH:11]=[CH:10][CH:9]=[CH:8][CH:7]=1.CCOCC>C(Cl)(Cl)Cl>[CH2:5]([NH:12][CH2:13][CH2:14][Cl:3])[C:6]1[CH:11]=[CH:10][CH:9]=[CH:8][CH:7]=1. Procedure: 100 ml. of thionyl chloride are added to a stirred solution of 100 g. of 2-benzylaminoethanol in 500 ml. of chloroform over a period of 20 minutes. The mixture is refluxed for 6 hours. 1350 ml. of ether is added to the cooled chloroform solution and the mixture is stored in the refrigerator overnight. The product, N-benzyl-2-chlorethylamine hydrochloride, is filtered off and crystallized from ethanol-ether; yield 130.9 g., m.p. 192°-194°. Starting materials: BrC1=CC(=C(NC1=O)C(=O)OCC)F (ethyl 5-bromo-3-fluoro-6-oxo-1H-pyridine-2-carboxylate), N (ammonia), N (ammonia), ester. Run in C(C)O (ethanol), C(C)O (ethanol). Run at temperature 45 celsius. Yields the product BrC1=CC(=C(NC1=O)C(=O)N)F (5-bromo-3-fluoro-6-oxo-1H-pyridine-2-carboxamide). As a reaction SMILES: [Br:1][C:2]1[C:7](=[O:8])[NH:6][C:5]([C:9](OCC)=[O:10])=[C:4]([F:14])[CH:3]=1.[NH3:15]>C(O)C>[Br:1][C:2]1[C:7](=[O:8])[NH:6][C:5]([C:9]([NH2:15])=[O:10])=[C:4]([F:14])[CH:3]=1. Procedure: In a round bottom flask charged with ethyl 5-bromo-3-fluoro-6-oxo-1H-pyridine-2-carboxylate (4, 0.8 g, 3.03 mmol) at 0° C. was added liquid ammonia (15 mL, 3.03 mmol) in ethanol (5 mL). The stirred reaction mixture was warmed to 45° C. for 2 h. After the ester was completely consumed liquid ammonia and ethanol was evaporated under reduced pressure. Methanol was added and the mixture was refluxed for 2 h and filtered while hot. The volume of the filtrate was reduced by ⅔ and to the remaining meth...